From a dataset of the Open Reaction Database (ORD), a public repository of structured organic reaction records. describe an organic reaction: reactants, conditions, products, and yield Reactants: ClC=1C(=NC=C(C(=O)O)C1)Cl (5,6-dichloronicotinic acid), Ni(dppe)Cl2, Cl (HCl), C(C)[Mg]Cl (ethyl magnesium chloride). Reagents/catalysts: Cl[Ni]Cl.C1(=CC=CC=C1)P(CCP(C1=CC=CC=C1)C1=CC=CC=C1)C1=CC=CC=C1 (1,2-bis(diphenylphosphino)ethane dichloronickel(II)). Solvent: C1CCOC1 (THF). Run at temperature 55 celsius. The product is ClC=1C(=NC=C(C(=O)O)C1)CC (5-chloro-6-ethyl-nicotinic acid). RXN SMILES: [Cl:1][C:2]1[C:3](Cl)=[N:4][CH:5]=[C:6]([CH:10]=1)[C:7]([OH:9])=[O:8].[CH2:12]([Mg]Cl)[CH3:13].Cl>C1COCC1.Cl[Ni]Cl.C1(P(C2C=CC=CC=2)CCP(C2C=CC=CC=2)C2C=CC=CC=2)C=CC=CC=1>[Cl:1][C:2]1[C:3]([CH2:12][CH3:13])=[N:4][CH:5]=[C:6]([CH:10]=1)[C:7]([OH:9])=[O:8] |f:4.5|. Reported procedure: To solution of 5,6-dichloronicotinic acid (21.46 g, 112 mmol) and 1,2-bis(diphenylphosphino)ethane dichloronickel(II) ((Ni(dppe)Cl2) (2.00 g, 3.6 mmol) in THF (60 mL, 1.9 M) is cooled to 0° C. and treated with ethyl magnesium chloride (2.8 M, 107 mL, 300 mmol) slowly via syringe with stirring under nitrogen. The reaction mixture is warmed to 55° C. for 3 h, cooled to 0° C. and acidified to pH 5 with 2 M HCl (100 mL). After concentrating in vacuo, the solution is reconstituted and extracted with ... The reactants are COc1ccc(OC2OC(C)C(OCc3ccccc3)C(O)C2O)cc1, CCOC(C)(OCC)OCC, CN(C)C=O. Yields the product COc1ccc(OC2OC(C)C(OCc3ccccc3)C(O)C2OC(C)=O)cc1. As a reaction SMILES: [CH2:1]([c:2]1[cH:3][cH:4][cH:5][cH:6][cH:7]1)[O:8][CH:9]1[CH:10]([OH:26])[CH:11]([OH:25])[CH:12]([O:13][c:14]2[cH:15][cH:16][c:17]([O:20][CH3:21])[cH:18][cH:19]2)[O:22][CH:23]1[CH3:24].[CH2:27]([CH3:28])[O:29][C:30]([O:31][CH2:32][CH3:33])([O:34][CH2:35][CH3:36])[CH3:37].[O:38]=[CH:39][N:40]([CH3:41])[CH3:42]>>[CH2:1]([c:2]1[cH:3][cH:4][cH:5][cH:6][cH:7]1)[O:8][CH:9]1[CH:10]([OH:26])[CH:11]([O:25][C:27]([CH3:28])=[O:29])[CH:12]([O:13][c:14]2[cH:15][cH:16][c:17]([O:20][CH3:21])[cH:18][cH:19]2)[O:22][CH:23]1[CH3:24]. Starting materials: CB(O)O (methylboronic acid), C(C)OC(=O)C=1C=NN(C1C)C1=NC=C(C=C1Cl)Cl (1-(3,5-dichloropyridin-2-yl)-5-methyl-1H-pyrazole-4-carboxylic acid ethyl ester), ice water, [Cl-].[NH4+] (ammonium chloride), P(=O)([O-])([O-])[O-].[K+].[K+].[K+] (tripotassium phosphate). Reagents/catalysts: C(C)(C)(C)P([C-]1C=CC=C1)C(C)(C)C.[C-]1(C=CC=C1)P(C(C)(C)C)C(C)(C)C.[Fe+2] (1,1′-bis(di-tert-butylphosphino)ferrocene), C(C)(=O)[O-].[Pd+2].C(C)(=O)[O-] (palladium acetate). The solvent is O1CCOCC1 (1,4-dioxane), Example 22 ( 2 ). Yields the product C(C)OC(=O)C=1C=NN(C1C)C1=NC=C(C=C1C)Cl (1-(5-chloro-3-methylpyridin-2-yl)-5-methyl-1H-pyrazole-4-carboxylic acid ethyl ester). Isolated yield 57.4%. Reaction SMILES: [CH2:1]([O:3][C:4]([C:6]1[CH:7]=[N:8][N:9]([C:12]2[C:17](Cl)=[CH:16][C:15]([Cl:19])=[CH:14][N:13]=2)[C:10]=1[CH3:11])=[O:5])[CH3:2].[CH3:20]B(O)O.P([O-])([O-])([O-])=O.[K+].[K+].[K+].[Cl-].[NH4+]>O1CCOCC1.C(P(C(C)(C)C)[C-]1C=CC=C1)(C)(C)C.[C-]1(P(C(C)(C)C)C(C)(C)C)C=CC=C1.[Fe+2].C([O-])(=O)C.[Pd+2].C([O-])(=O)C>[CH2:1]([O:3][C:4]([C:6]1[CH:7]=[N:8][N:9]([C:12]2[C:17]([CH3:20])=[CH:16][C:15]([Cl:19])=[CH:14][N:13]=2)[C:10]=1[CH3:11])=[O:5])[CH3:2] |f:2.3.4.5,6.7,9.10.11,12.13.14|. Procedure details: A suspension of 1-(3,5-dichloropyridin-2-yl)-5-methyl-1H-pyrazole-4-carboxylic acid ethyl ester (2.0 g) in Reference Example 22 (2), methylboronic acid (419 mg), 1,1′-bis(di-tert-butylphosphino)ferrocene (631 mg), palladium acetate (299 mg) and tripotassium phosphate (2.97 g) in 1,4-dioxane (35 ml) was stirred with reflux for 8 hours. After completion of the reaction, the mixture was allowed to cool, and ice water and a saturated aqueous solution of ammonium chloride were added thereto, and extr...